Task: describe an organic reaction: reactants, conditions, products, and yield. Dataset: the Open Reaction Database (ORD), a public repository of structured organic reaction records Procedure details: 1 g of 2,3-diphenylpyridine was dissolved in chloroform and 1.4 g of 70% m-chloroperoxybenzoic acid was added, followed by stirring at room temperature for 15 hours. After the reaction solution was washed with an aqueous 5% potassium carbonate solution and saturated brine, and dried over anhydrous magnesium sulfate, the solvent was evaporated under reduced pressure to obtain 1.3 g of a crude crystal. The crude crystal was washed with diisopropyl ether to obtain 922 mg of the desired compound as ... The reactants are C1(=CC=CC=C1)C1=NC=CC=C1C1=CC=CC=C1 (2,3-diphenylpyridine), ClC=1C=C(C(=O)OO)C=CC1 (m-chloroperoxybenzoic acid). Yields the product C1(=CC=CC=C1)C1=[N+](C=CC=C1C1=CC=CC=C1)[O-] (2,3-diphenylpyridin-1-oxide). The solvent is C(Cl)(Cl)Cl (chloroform). RXN SMILES: [C:1]1([C:7]2[C:12]([C:13]3[CH:18]=[CH:17][CH:16]=[CH:15][CH:14]=3)=[CH:11][CH:10]=[CH:9][N:8]=2)[CH:6]=[CH:5][CH:4]=[CH:3][CH:2]=1.ClC1C=C(C=CC=1)C(OO)=[O:24]>C(Cl)(Cl)Cl>[C:1]1([C:7]2[C:12]([C:13]3[CH:18]=[CH:17][CH:16]=[CH:15][CH:14]=3)=[CH:11][CH:10]=[CH:9][N+:8]=2[O-:24])[CH:2]=[CH:3][CH:4]=[CH:5][CH:6]=1. Reaction conditions: time 15 hour. Isolated yield 86.2%. The reactants are C[Sn](C)C.C[Sn](C)C (Hexamethylditin), BrC1=CC=C(C=C1)CCC=1N(C(=CN1)CC(CC)(C)C)C (2-[2-(4-bromophenyl)ethyl]-5-(2,2-dimethylbutyl)-1-methyl-1H-imidazole), BrC1=NC=C(C=C1)F (2-bromo-5-fluoropyridine), [F-].[K+] (KF). The reagents and catalysts are C=1C=CC(=CC1)[P](C=2C=CC=CC2)(C=3C=CC=CC3)[Pd]([P](C=4C=CC=CC4)(C=5C=CC=CC5)C=6C=CC=CC6)([P](C=7C=CC=CC7)(C=8C=CC=CC8)C=9C=CC=CC9)[P](C=1C=CC=CC1)(C=1C=CC=CC1)C=1C=CC=CC1 (tetrakis(triphenylphosphine)palladium). Run in O1CCOCC1 (1,4-dioxane). Reaction conditions: temperature 110 celsius, time 8 hour. Yields the product CC(CC1=CN=C(N1C)CCC1=CC=C(C=C1)C1=NC=C(C=C1)F)(CC)C (2-(4-{2-[5-(2,2-dimethylbutyl)-1-methyl-1H-imidazol-2-yl]ethyl}phenyl)-5-fluoropyridine). RXN SMILES: C[Sn](C)C.C[Sn](C)C.Br[C:10]1[CH:15]=[CH:14][C:13]([CH2:16][CH2:17][C:18]2[N:19]([CH3:29])[C:20]([CH2:23][C:24]([CH3:28])([CH3:27])[CH2:25][CH3:26])=[CH:21][N:22]=2)=[CH:12][CH:11]=1.Br[C:31]1[CH:36]=[CH:35][C:34]([F:37])=[CH:33][N:32]=1.[F-].[K+]>O1CCOCC1.C1C=CC([P]([Pd]([P](C2C=CC=CC=2)(C2C=CC=CC=2)C2C=CC=CC=2)([P](C2C=CC=CC=2)(C2C=CC=CC=2)C2C=CC=CC=2)[P](C2C=CC=CC=2)(C2C=CC=CC=2)C2C=CC=CC=2)(C2C=CC=CC=2)C2C=CC=CC=2)=CC=1>[CH3:27][C:24]([CH3:28])([CH2:25][CH3:26])[CH2:23][C:20]1[N:19]([CH3:29])[C:18]([CH2:17][CH2:16][C:13]2[CH:14]=[CH:15][C:10]([C:31]3[CH:36]=[CH:35][C:34]([F:37])=[CH:33][N:32]=3)=[CH:11][CH:12]=2)=[N:22][CH:21]=1 |f:0.1,4.5,^1:1,5,49,51,70,89|. Procedure: Hexamethylditin (174 mg, 0.53 mmol) was added to a solution of 2-[2-(4-bromophenyl)ethyl]-5-(2,2-dimethylbutyl)-1-methyl-1H-imidazole (186 mg, 0.53 mmol), 2-bromo-5-fluoropyridine (94 mg, 0.53 mmol), and tetrakis(triphenylphosphine)palladium (0), (62 mg, 0.053 mmol) in 1,4-dioxane (25 mL). The mixture was stirred overnight at 110° C. KF on Celite (1:1) was added and the solution was stirred at rt for 1 h. The mixture was filtered, and the filtrate was washed with water, dried (MgSO4), filtered, ... Starting materials: ClC1=CC=NC2=CC(=C(C=C12)OC)OC (4-chloro-6,7-dimethoxyquinoline), OC=1C=C2C=CC=NC2=CC1 (6-hydroxyquinoline). Reaction conditions: temperature 180 celsius, time 30 minute. Product: COC=1C=C2C(=CC=NC2=CC1OC)OC=1C=C2C=CC=NC2=CC1 (6,7-Dimethoxy-4-(6-quinolyloxy)quinoline). Yield: 46.4%. Reaction SMILES: Cl[C:2]1[C:11]2[C:6](=[CH:7][C:8]([O:14][CH3:15])=[C:9]([O:12][CH3:13])[CH:10]=2)[N:5]=[CH:4][CH:3]=1.[OH:16][C:17]1[CH:18]=[C:19]2[C:24](=[CH:25][CH:26]=1)[N:23]=[CH:22][CH:21]=[CH:20]2>>[CH3:13][O:12][C:9]1[CH:10]=[C:11]2[C:6](=[CH:7][C:8]=1[O:14][CH3:15])[N:5]=[CH:4][CH:3]=[C:2]2[O:16][C:17]1[CH:18]=[C:19]2[C:24](=[CH:25][CH:26]=1)[N:23]=[CH:22][CH:21]=[CH:20]2. Procedure details: A mixture of 4-chloro-6,7-dimethoxyquinoline (90 mg) with 6-hydroxyquinoline (176 mg) was stirred at 180° C. for 30 min. The reaction solution was cooled to room temperature, and was then purified by column chromatography on silica gel using acetone-hexane to give the title compound (62 mg, yield 46%). Procedure details: 268 mg of compound 47 was obtained in a similar manner to those described in the Examples 1 and 2 using 773 mg of ethyl 4-(2-amino-4-chlorophenoxy)butyrate and 551 mg of 3-(1-benzhydrylindol-5-yl)isocrotonic acid obtained according to the procedures described in the Reference Examples 1-4. Reaction SMILES: [NH2:1][C:2]1[CH:16]=[C:15]([Cl:17])[CH:14]=[CH:13][C:3]=1[O:4][CH2:5][CH2:6][CH2:7][C:8]([O:10]CC)=[O:9].[CH:18]([N:31]1[C:39]2[C:34](=[CH:35][C:36](/[C:40](/[CH3:45])=[CH:41]/[C:42](O)=[O:43])=[CH:37][CH:38]=2)[CH:33]=[CH:32]1)([C:25]1[CH:30]=[CH:29][CH:28]=[CH:27][CH:26]=1)[C:19]1[CH:24]=[CH:23][CH:22]=[CH:21][CH:20]=1>>[CH:18]([N:31]1[C:39]2[C:34](=[CH:35][C:36](/[C:40](/[CH3:45])=[CH:41]/[C:42]([NH:1][C:2]3[CH:16]=[C:15]([Cl:17])[CH:14]=[CH:13][C:3]=3[O:4][CH2:5][CH2:6][CH2:7][C:8]([OH:10])=[O:9])=[O:43])=[CH:37][CH:38]=2)[CH:33]=[CH:32]1)([C:25]1[CH:26]=[CH:27][CH:28]=[CH:29][CH:30]=1)[C:19]1[CH:20]=[CH:21][CH:22]=[CH:23][CH:24]=1. The reactants are compound 47, NC1=C(OCCCC(=O)OCC)C=CC(=C1)Cl (ethyl 4-(2-amino-4-chlorophenoxy)butyrate), C(C1=CC=CC=C1)(C1=CC=CC=C1)N1C=CC2=CC(=CC=C12)/C(=C/C(=O)O)/C (3-(1-benzhydrylindol-5-yl)isocrotonic acid). Product: C(C1=CC=CC=C1)(C1=CC=CC=C1)N1C=CC2=CC(=CC=C12)/C(=C/C(=O)NC1=C(OCCCC(=O)O)C=CC(=C1)Cl)/C (4-{2-[3-(1-benzhydrylindol-5-yl)isocrotonoylamino]-4-chlorophenoxy}butyric acid). Reactants: C(=O)C1=C(C=C(C#N)C=C1)OC(F)(F)F (4-formyl-3-(trifluoromethoxy)benzonitrile), CC(CC(C)=O)=O (2,4-pentanedione), C(C)(=O)O (acetic acid), N1CCCCC1 (piperidine). Solvent: ClCCl (dichloromethane), ClCCl (dichloromethane). The product is C(C)(=O)C(=CC1=C(C=C(C#N)C=C1)OC(F)(F)F)C(C)=O (4-(2-acetyl-3-oxobut-1-en-1-yl)-3-(trifluoromethoxy)benzonitrile). Yield: 99.4%. Reaction SMILES: [CH:1]([C:3]1[CH:10]=[CH:9][C:6]([C:7]#[N:8])=[CH:5][C:4]=1[O:11][C:12]([F:15])([F:14])[F:13])=O.[CH3:16][C:17](=[O:22])[CH2:18][C:19](=[O:21])[CH3:20].C(O)(=O)C.N1CCCCC1>ClCCl>[C:19]([C:18]([C:17](=[O:22])[CH3:16])=[CH:1][C:3]1[CH:10]=[CH:9][C:6]([C:7]#[N:8])=[CH:5][C:4]=1[O:11][C:12]([F:15])([F:14])[F:13])(=[O:21])[CH3:20]. Reported procedure: 3.32 g (15.43 mmol) of 4-formyl-3-(trifluoromethoxy)benzonitrile, 1.55 g (15.43 mmol) of 2,4-pentanedione, 1.39 g of acetic acid (23.15 mmol) and 262 mg (3.09 mmol) of piperidine are dissolved in 150 ml of dichloromethane and heated under reflux with an inverse water trap overnight. After complete conversion has been detected by a TLC check, the mixture is diluted with 100 ml of dichloromethane and washed with water and saturated sodium chloride solution. The solvent is removed in a rotary evapo...